This data is from the Open Reaction Database (ORD), a public repository of structured organic reaction records. The task is: describe an organic reaction: reactants, conditions, products, and yield Reactants: CCN(CC)CCNC(=O)C1=C(NC(=C1C)/C=C\2/C3=C(C=CC(=C3)F)NC2=O)C (Sunitinib Base), C(C)(=O)O (acetic acid), C(C)O (ethanol). The solvent is O (water). Reaction conditions: temperature 60 celsius. Yields the product CCN(CC)CCNC(=O)C=1C(=C(NC1C)/C=C\2/C=3C=C(C=CC3NC2=O)F)C.C(C)(=O)[O-] (Sunitinib acetate). As a reaction SMILES: [CH3:1][CH2:2][N:3]([CH2:6][CH2:7][NH:8][C:9]([C:11]1[C:15]([CH3:16])=[C:14](/[CH:17]=[C:18]2/[C:19]3[CH:24]=[C:23]([F:25])[CH:22]=[CH:21][C:20]=3[NH:26][C:27]/2=[O:28])[NH:13][C:12]=1[CH3:29])=[O:10])[CH2:4][CH3:5].[C:30]([OH:33])(=[O:32])[CH3:31].C(O)C>O>[CH3:1][CH2:2][N:3]([CH2:6][CH2:7][NH:8][C:9]([C:11]1[C:15]([CH3:16])=[C:14](/[CH:17]=[C:18]2/[C:19]3[CH:24]=[C:23]([F:25])[CH:22]=[CH:21][C:20]=3[NH:26][C:27]/2=[O:28])[NH:13][C:12]=1[CH3:29])=[O:10])[CH2:4][CH3:5].[C:30]([O-:33])(=[O:32])[CH3:31] |f:4.5|. Procedure details: A solution of Sunitinib acetate was prepared in the following way: 10 g Sunitinib Base (1 eq) was suspended in 50 ml of water, then 1.58 g (1.05 eq) of acetic acid was added under stirring obtaining a solution. This solution was heated to 60° C. Then 160 ml of ethanol were added at this temperature. Reactants: CC(=O)O, O=[N+]([O-])c1cc2c(c(Br)c1OCc1ccccc1)CCCC2, CCO, [Fe]. Yields the product Nc1cc2c(c(Br)c1OCc1ccccc1)CCCC2. As a reaction SMILES: [C:23]([OH:24])(=[O:25])[CH3:26].[CH2:1]([c:2]1[cH:3][cH:4][cH:5][cH:6][cH:7]1)[O:8][c:9]1[c:10]([Br:22])[c:11]2[c:16]([cH:17][c:18]1[N+:19]([O-:20])=[O:21])[CH2:15][CH2:14][CH2:13][CH2:12]2.[CH3:27][CH2:28][OH:29].[Fe:30]>>[CH2:1]([c:2]1[cH:3][cH:4][cH:5][cH:6][cH:7]1)[O:8][c:9]1[c:10]([Br:22])[c:11]2[c:16]([cH:17][c:18]1[NH2:19])[CH2:15][CH2:14][CH2:13][CH2:12]2. The reactants are C[Si](C)(C)C#N (Trimethylsilyl cyanide), NC1=CC=C(C=C1)C (p-toluidine), C1(CCC1)=O (cyclobutanone). Run in ClCCl (dichloromethane). Reaction conditions: time 6 hour. The product is CC1=CC=C(C=C1)NC1(CCC1)C#N (1-(4-methylphenyl)aminocyclobutanenitrile). The yield is 98.0%. RXN SMILES: C[Si]([C:5]#[N:6])(C)C.[NH2:7][C:8]1[CH:13]=[CH:12][C:11]([CH3:14])=[CH:10][CH:9]=1.[C:15]1(=O)[CH2:18][CH2:17][CH2:16]1>ClCCl>[CH3:14][C:11]1[CH:12]=[CH:13][C:8]([NH:7][C:15]2([C:5]#[N:6])[CH2:18][CH2:17][CH2:16]2)=[CH:9][CH:10]=1. Procedure details: Trimethylsilyl cyanide (0.93 ml, 7 mmol) was added dropwise to a mixture of p-toluidine (0.535 g, 5 mmol) and cyclobutanone (0.42 g, 6 mmol). The reaction mixture was stirred at room temperature for 6 h and then concentrated under vacuum to obtain a brown liquid which was subjected to chromatography (dichloromethane) to yield 1-(4-methylphenyl)aminocyclobutanenitrile, 7a (0.912 g, 4.9 mmol, 98%) as a yellowish solid. Starting materials: [Al+3], CCCCCOc1c(OC)cccc1C(=O)O, CO, [H-], [H-], [H-], [H-], [Li+], [Na+], [OH-], O, O=S(=O)(O)O. The product is CCCCCOc1c(CO)cccc1OC. RXN SMILES: [Al+3:24].[CH3:1][O:2][c:3]1[c:4]([O:12][CH2:13][CH2:14][CH2:15][CH2:16][CH3:17])[c:5]([C:6](=[O:7])[OH:8])[cH:9][cH:10][cH:11]1.[CH3:32][OH:33].[H-:23].[H-:26].[H-:27].[H-:28].[Li+:25].[Na+:30].[OH-:29].[OH2:31].[S:18](=[O:19])(=[O:20])([OH:21])[OH:22]>>[CH3:1][O:2][c:3]1[c:4]([O:12][CH2:13][CH2:14][CH2:15][CH2:16][CH3:17])[c:5]([CH2:6][OH:7])[cH:9][cH:10][cH:11]1. Reactants: C(C)(C)(C)NCCOC(C)O (tertiarybutylaminoethoxyethanol), C=O (formaldehyde). Reagents/catalysts: [Pd] (Pd/C). The solvent is CO (methanol). Reaction conditions: temperature 80 celsius. Yields the product CN(C(C)(C)C)CCOC(C)O (N-methyl-N-tertiarybutylaminoethoxyethanol). Isolated yield 81.2%. RXN SMILES: [C:1]([NH:5][CH2:6][CH2:7][O:8][CH:9]([OH:11])[CH3:10])([CH3:4])([CH3:3])[CH3:2].[CH2:12]=O>[Pd].CO>[CH3:12][N:5]([CH2:6][CH2:7][O:8][CH:9]([OH:11])[CH3:10])[C:1]([CH3:4])([CH3:2])[CH3:3]. Reported procedure: A total of 145 g of tertiarybutylaminoethoxyethanol, 108 g of 37% aqueous formaldehyde, 10 g of 10% Pd/C, and 1 l of methanol were charged to an autoclave, pressured up to 1000 psi with H2 and heated at 80° C. for 8 hours. Filtration and distillation of the reaction mixture yielded 128 g of N-methyl-N-tertiarybutylaminoethoxyethanol with b.p. of 128° C. at 23 mm. Reactants: C(C)(C)(C)ON=C1C=C(OC2=CC=C(C=C12)OCCCl)C1=CC=2N(C=N1)C=CC2 (6-(2-chloro-ethoxy)-2-pyrrolo[1,2-c]pyrimidin-3-yl-chromen-4-one O-tert-butyl oxime), N1(CCCC1)C1CCNCC1 (4-(1-pyrrolidinyl)piperidine). Yields the product Cl.Cl.N1(CCCC1)C1CCN(CC1)CCOC=1C=C2C(C=C(OC2=CC1)C1=CC=2N(C=N1)C=CC2)=NO (6-[2-(4-pyrrolidin-1-yl-piperidin-1-yl)-ethoxy]-2-pyrrolo[1,2-c]pyrimidin-3-yl-chromen-4-one oxime, dihydrochloride). RXN SMILES: C([O:5][N:6]=[C:7]1[C:16]2[C:11](=[CH:12][CH:13]=[C:14]([O:17][CH2:18][CH2:19][Cl:20])[CH:15]=2)[O:10][C:9]([C:21]2[N:26]=[CH:25][N:24]3[CH:27]=[CH:28][CH:29]=[C:23]3[CH:22]=2)=[CH:8]1)(C)(C)C.[N:30]1([CH:35]2[CH2:40][CH2:39][NH:38][CH2:37][CH2:36]2)[CH2:34][CH2:33][CH2:32][CH2:31]1>>[ClH:20].[ClH:20].[N:30]1([CH:35]2[CH2:40][CH2:39][N:38]([CH2:19][CH2:18][O:17][C:14]3[CH:15]=[C:16]4[C:11](=[CH:12][CH:13]=3)[O:10][C:9]([C:21]3[N:26]=[CH:25][N:24]5[CH:27]=[CH:28][CH:29]=[C:23]5[CH:22]=3)=[CH:8][C:7]4=[N:6][OH:5])[CH2:37][CH2:36]2)[CH2:34][CH2:33][CH2:32][CH2:31]1 |f:2.3.4|. Procedure details: 6-[2-(4-pyrrolidin-1-yl-piperidin-1-yl)-ethoxy]-2-pyrrolo[1,2-c]pyrimidin-3-yl-chromen-4-one oxime, dihydrochloride was prepared in 90% overall yield using the method described in example 87, starting from 6-(2-chloro-ethoxy)-2-pyrrolo[1,2-c]pyrimidin-3-yl-chromen-4-one O-tert-butyl oxime (example 87B) and 4-(1-pyrrolidinyl)piperidine. Reactants: C#CCCCCO, C1CCOC1, O=C1c2ccccc2C(=O)N1O. The product is C#CCCCCON1C(=O)c2ccccc2C1=O. Reaction SMILES: [CH2:1]([CH2:2][CH2:3][CH2:4][C:5]#[CH:6])[OH:7].[CH2:20]1[O:21][CH2:22][CH2:23][CH2:24]1.[OH:8][N:9]1[C:10](=[O:19])[c:11]2[c:12]([cH:15][cH:16][cH:17][cH:18]2)[C:13]1=[O:14]>>[CH2:1]([CH2:2][CH2:3][CH2:4][C:5]#[CH:6])[O:7][N:9]1[C:10](=[O:19])[c:11]2[c:12]([cH:15][cH:16][cH:17][cH:18]2)[C:13]1=[O:14]. Product: FC1C(C(CCN(C1)C1=C(C=NN1C)[N+](=O)[O-])C(=O)OCC)=O (ethyl 6-fluoro-1-(1-methyl-4-nitro-1H-pyrazol-5-yl)-5-oxoazepane-4-carboxylate). Procedure: To a solution of 3-fluoro-1-(1-methyl-4-nitro-1H-pyrazol-5-yl)piperidin-4-one (1.07 g, 4.40 mmol) in DCM (10 mL) at −5° C. was added dropwise a solution of boron trifluoride diethyl etherate (0.71 ml, 5.72 mmol) in DCM (1 mL). The mixture was stirred for 30 min before a solution of ethyl diazoacetate (0.60 ml, 5.72 mmol) in DCM (1 mL) was added. The mixture was stirred at −5° C. for 1 hr before being allowed to warm to room temperature. Water (5 mL) was added and the mixture stirred for 30 min. ... Starting materials: [N+](=[N-])=CC(=O)OCC (ethyl diazoacetate), FC1CN(CCC1=O)C1=C(C=NN1C)[N+](=O)[O-] (3-fluoro-1-(1-methyl-4-nitro-1H-pyrazol-5-yl)piperidin-4-one), B(F)(F)F.CCOCC (boron trifluoride diethyl etherate), O (Water). Reaction conditions: temperature -5 celsius, time 1 hour. Run in C(Cl)Cl (DCM), C(Cl)Cl (DCM), C(Cl)Cl (DCM). Isolated yield 58.8%. As a reaction SMILES: [F:1][CH:2]1[C:7](=[O:8])[CH2:6][CH2:5][N:4]([C:9]2[N:13]([CH3:14])[N:12]=[CH:11][C:10]=2[N+:15]([O-:17])=[O:16])[CH2:3]1.B(F)(F)F.CCOCC.[N+](=[CH:29][C:30]([O:32][CH2:33][CH3:34])=[O:31])=[N-].O>C(Cl)Cl>[F:1][CH:2]1[CH2:3][N:4]([C:9]2[N:13]([CH3:14])[N:12]=[CH:11][C:10]=2[N+:15]([O-:17])=[O:16])[CH2:5][CH2:6][CH:29]([C:30]([O:32][CH2:33][CH3:34])=[O:31])[C:7]1=[O:8] |f:1.2|.